This data is from the Open Reaction Database (ORD), a public repository of structured organic reaction records. The task is: describe an organic reaction: reactants, conditions, products, and yield Starting materials: FC=1C=C(C=C(C1)Br)SC1=CC=C(C=C1)C1(OCCO1)C (5-fluoro-3-[4-(2-methyl-1,3-dioxolan-2-yl)phenylthio]bromobenzene), C(C)OC(=O)N1CC(CC1)=O (1-ethoxycarbonylpyrrolidin-3-one). The yield is 50.0%. Procedure: Using an analogous procedure to that described in the fourth paragraph of the portion of Example 28 which is concerned with the preparation of starting materials, 5-fluoro-3-[4-(2-methyl-1,3-dioxolan-2-yl)phenylthio]bromobenzene was reacted with 1-ethoxycarbonylpyrrolidin-3-one to give 1-ethoxycarbonyl-3-{5-fluoro-3-[4-(2-methyl1,3-dioxolan-2-yl)phenylthio]phenyl}-3-hydroxypyrrolidine as a gum in 50% yield. As a reaction SMILES: [F:1][C:2]1[CH:3]=[C:4]([S:9][C:10]2[CH:15]=[CH:14][C:13]([C:16]3([CH3:21])[O:20][CH2:19][CH2:18][O:17]3)=[CH:12][CH:11]=2)[CH:5]=[C:6](Br)[CH:7]=1.[CH2:22]([O:24][C:25]([N:27]1[CH2:31][CH2:30][C:29](=[O:32])[CH2:28]1)=[O:26])[CH3:23]>>[CH2:22]([O:24][C:25]([N:27]1[CH2:31][CH2:30][C:29]([C:6]2[CH:7]=[C:2]([F:1])[CH:3]=[C:4]([S:9][C:10]3[CH:15]=[CH:14][C:13]([C:16]4([CH3:21])[O:20][CH2:19][CH2:18][O:17]4)=[CH:12][CH:11]=3)[CH:5]=2)([OH:32])[CH2:28]1)=[O:26])[CH3:23]. Yields the product C(C)OC(=O)N1CC(CC1)(O)C1=CC(=CC(=C1)F)SC1=CC=C(C=C1)C1(OCCO1)C (1-ethoxycarbonyl-3-{5-fluoro-3-[4-(2-methyl1,3-dioxolan-2-yl)phenylthio]phenyl}-3-hydroxypyrrolidine). The reactants are O.N (ammonia water), [H][H] (hydrogen), [H][H] (hydrogen), N (ammonia), C(#N)[C@@H]1CC[C@H](CC1)C(=O)O (trans-4-cyanocyclohexane-1-carboxylic acid). The reagents and catalysts are [Co] (cobalt). Yields the product NC[C@@H]1CC[C@H](CC1)C(=O)O (trans-4-aminomethylcyclohexane-1-carboxylic acid). As a reaction SMILES: O.N.N.[C:4]([C@H:6]1[CH2:11][CH2:10][C@H:9]([C:12]([OH:14])=[O:13])[CH2:8][CH2:7]1)#[N:5].[H][H]>[Co]>[NH2:5][CH2:4][C@H:6]1[CH2:7][CH2:8][C@H:9]([C:12]([OH:14])=[O:13])[CH2:10][CH2:11]1 |f:0.1|. Reported procedure: In 75 ml of ammonia water containing 0.033 mole of ammonia, 5 g. of trans-4-cyanocyclohexane-1-carboxylic acid was dissolved. To this solution, 0.5 g. of Raney cobalt developed by a known method was added. The whole mixture was shaken in an atmosphere of hydrogen under a normal pressure for about 5 hrs. until 0.066 mole of hydrogen had been absorbed. The reduction product was treated as described in Example 1, and 4.1 g. of trans-4-aminomethylcyclohexane-1-carboxylic acid was obtained. Reactants: O=C(OOC(=O)c1ccccc1)c1ccccc1, CC(=O)O, CC#N, Cc1ccnc(Cl)c1, O=C1CCC(=O)N1Cl, O. Yields the product ClCc1ccnc(Cl)c1. As a reaction SMILES: [C:17]([O:18][O:19][C:20](=[O:21])[c:22]1[cH:23][cH:24][cH:25][cH:26][cH:27]1)(=[O:28])[c:29]1[cH:30][cH:31][cH:32][cH:33][cH:34]1.[CH3:35][C:36](=[O:37])[OH:38].[CH3:39][C:40]#[N:41].[Cl:1][c:2]1[n:3][cH:4][cH:5][c:6]([CH3:8])[cH:7]1.[Cl:9][N:10]1[C:11](=[O:12])[CH2:13][CH2:14][C:15]1=[O:16].[OH2:42]>>[Cl:1][c:2]1[n:3][cH:4][cH:5][c:6]([CH2:8][Cl:9])[cH:7]1. Starting materials: C1(CCCCC1)N=C=NC1CCCCC1 (N,N′-dicyclohexylcarbodiimide), N,N-dimethylaminopyridine, FC(CO)(F)F (2,2,2-trifluoroethanol), C(CCCCCCCCCCCCC)OC1=CC=C(O1)C(=O)O (5-(tetradecyloxy)furan-2-carboxylic acid), CCOC(=O)C (EtOAc). Run in C(Cl)Cl (CH2Cl2), Hexanes. The product is C(CCCCCCCCCCCCC)OC1=CC=C(O1)C(=O)OCC(F)(F)F (2,2,2-trifluoroethyl 5-(tetradecyloxy)furan-2-carboxylate). Yield: 69.5%. As a reaction SMILES: [CH2:1]([O:15][C:16]1[O:20][C:19]([C:21]([OH:23])=[O:22])=[CH:18][CH:17]=1)[CH2:2][CH2:3][CH2:4][CH2:5][CH2:6][CH2:7][CH2:8][CH2:9][CH2:10][CH2:11][CH2:12][CH2:13][CH3:14].C1(N=C=NC2CCCCC2)CCCCC1.[F:39][C:40]([F:44])([F:43])[CH2:41]O.CCOC(C)=O>C(Cl)Cl>[CH2:1]([O:15][C:16]1[O:20][C:19]([C:21]([O:23][CH2:41][C:40]([F:44])([F:43])[F:39])=[O:22])=[CH:18][CH:17]=1)[CH2:2][CH2:3][CH2:4][CH2:5][CH2:6][CH2:7][CH2:8][CH2:9][CH2:10][CH2:11][CH2:12][CH2:13][CH3:14]. Procedure details: To a stirred, room temperature suspension of 5-(tetradecyloxy)furan-2-carboxylic acid (1.3 g, 4.0 mmol) in CH2Cl2 (40 mL) was added N,N′-dicyclohexylcarbodiimide (0.990 g, 4.8 mmol), N,N-dimethylaminopyridine (0.488 g, 4.0 mmol) and 2,2,2-trifluoroethanol (0.875 mL, 12.0 mmol). The flask was capped and stirring was continued for 16 hrs at which time TLC (10% EtOAc in Hexanes Rf=0.05 (SM) and 0.25 (Prod)) indicated complete consumption of the starting material. The resulting suspension was dilute... Starting materials: CS(C)=O, COc1ccc(CCl)cn1, N#C[Na]. Yields the product COc1ccc(CC#N)cn1. RXN SMILES: [CH3:14][S:15]([CH3:16])=[O:17].[Cl:4][CH2:5][c:6]1[cH:7][cH:8][c:9]([O:12][CH3:13])[n:10][cH:11]1.[Na:1][C:2]#[N:3]>>[C:2](#[N:3])[CH2:5][c:6]1[cH:7][cH:8][c:9]([O:12][CH3:13])[n:10][cH:11]1.